Task: describe an organic reaction: reactants, conditions, products, and yield. Dataset: the Open Reaction Database (ORD), a public repository of structured organic reaction records Product: C(#N)CNC(=O)[C@H]1[C@H](CCCC1)NC(=O)C=1N(C2=CC(=CC=C2C1)Cl)CCO (6-chloro-1-(2-hydroxy-ethyl)-1H-indole-2-carboxylic acid [(1S,2R)-2-(cyanomethyl-carbamoyl)-cyclohexyl]-amide). RXN SMILES: [C:1]([CH2:3][NH:4][C:5]([C@@H:7]1[CH2:12][CH2:11][CH2:10][CH2:9][C@@H:8]1[NH:13][C:14]([C:16]1[N:17]([CH2:26][CH2:27][O:28]C[Si](C(C)C)(C(C)C)C(C)C)[C:18]2[C:23]([CH:24]=1)=[CH:22][CH:21]=[C:20]([Cl:25])[CH:19]=2)=[O:15])=[O:6])#[N:2].[F-].C([N+](CCCC)(CCCC)CCCC)CCC>C1COCC1>[C:1]([CH2:3][NH:4][C:5]([C@@H:7]1[CH2:12][CH2:11][CH2:10][CH2:9][C@@H:8]1[NH:13][C:14]([C:16]1[N:17]([CH2:26][CH2:27][OH:28])[C:18]2[C:23]([CH:24]=1)=[CH:22][CH:21]=[C:20]([Cl:25])[CH:19]=2)=[O:15])=[O:6])#[N:2] |f:1.2|. Starting materials: C(#N)CNC(=O)[C@H]1[C@H](CCCC1)NC(=O)C=1N(C2=CC(=CC=C2C1)Cl)CCOC[Si](C(C)C)(C(C)C)C(C)C (6-chloro-1-{2-[(triisopropylsilanyl)-methoxy]-ethyl}-1H-indole-2-carboxylic acid [(1S,2R)-2-(cyanomethyl-carbamoyl)-cyclohexyl]-amide), [F-].C(CCC)[N+](CCCC)(CCCC)CCCC (tetrabutylammonium fluoride). The yield is 49.6%. Procedure details: To 140 mg (0.25 mmol) of 6-chloro-1-{2-[(triisopropylsilanyl)-methoxy]-ethyl}-1H-indole-2-carboxylic acid [(1S,2R)-2-(cyanomethyl-carbamoyl)-cyclohexyl]-amide dissolved in 20 mL THF was added 66 mg (0.25 mmol) of tetrabutylammonium fluoride (1.0 M in THF). The reaction mixture was stirred at room temperature for several hours, concentrated, and purified by column chromatography eluting with 70% ethyl acetate in hexane to provide 50 mg of 6-chloro-1-(2-hydroxy-ethyl)-1H-indole-2-carboxylic acid [... Solvent: C1CCOC1 (THF). Starting materials: FC1=C(C=C(C=C1F)F)C1=CC2=C([C@]3(CCC(N[C@@H]3CC2)=O)C)C=C1 ((+)-(4aR)-(10bR)-8-(2,3,5-trifluorophenyl)-10b-methyl-1,2,3,4,4a,5,6,10b-octahydrobenzo[f]quinolin-3-one), C(C)(C)(C)O (t-butanol), CC(C)([O-])C.[K+] (potassium t-butoxide), CI (Methyl iodide). The solvent is C(C)(=O)OCC (ethyl acetate). Run at time 4 hour. Product: CN1C(CC[C@@]2(C3=C(CC[C@@H]12)C=C(C=C3)C3=C(C(=CC(=C3)F)F)F)C)=O ((+)-(4aR)-(10bR)-4-methyl-8-(2,3,5-trifluorophenyl)-10b-methyl-1,2,3,4,4a,5,6,10b-octahydrobenzo[f]quinolin-3-one). Isolated yield 83.0%. Reaction SMILES: [F:1][C:2]1[C:7]([F:8])=[CH:6][C:5]([F:9])=[CH:4][C:3]=1[C:10]1[CH:25]=[CH:24][C:13]2[C@:14]3([CH3:23])[C@@H:19]([CH2:20][CH2:21][C:12]=2[CH:11]=1)[NH:18][C:17](=[O:22])[CH2:16][CH2:15]3.[C:26](O)(C)(C)C.CC(C)([O-])C.[K+].CI>C(OCC)(=O)C>[CH3:26][N:18]1[C@H:19]2[C@@:14]([CH3:23])([C:13]3[CH:24]=[CH:25][C:10]([C:3]4[CH:4]=[C:5]([F:9])[CH:6]=[C:7]([F:8])[C:2]=4[F:1])=[CH:11][C:12]=3[CH2:21][CH2:20]2)[CH2:15][CH2:16][C:17]1=[O:22] |f:2.3|. Procedure details: A 15 mL round bottom flask was charged with (+)-(4aR)-(10bR)-8-(2,3,5-trifluorophenyl)-10b-methyl-1,2,3,4,4a,5,6,10b-octahydrobenzo[f]quinolin-3-one (35 mg, 0.10 mmol), 0.3 mL of t-butanol, and potassium t-butoxide (34 mg, 0.30 mmol). Methyl iodide (0.019 mL, 0.30 mmol) was added and the mixture was stirred at room temperature for 4 h. The mixture was diluted with ethyl acetate, and purified by silica gel chromatography (ethyl acetate eluent) to give 30 mg (83%) of the title compound as a foam. ... Starting materials: O (water), [H-].[Na+] (NaH), C(C)(C)OC1=CC=C(C=C1)O (4-isopropoxyphenol), [N+](=O)([O-])C=1C=C(SC1)C=O (4-nitrothiophene-2-carbaldehyde). Solvent: CS(=O)C (DMSO). Run at time 20 minute. The product is C(C)(C)OC1=CC=C(OC2=CC=C(S2)C=O)C=C1 (5-(4-isopropoxyphenoxy)thiophene-2-carbaldehyde). Isolated yield 7.9%. RXN SMILES: [H-].[Na+].[CH:3]([O:6][C:7]1[CH:12]=[CH:11][C:10]([OH:13])=[CH:9][CH:8]=1)([CH3:5])[CH3:4].[N+]([C:17]1[CH:18]=[C:19]([CH:22]=[O:23])[S:20][CH:21]=1)([O-])=O.O>CS(C)=O>[CH:3]([O:6][C:7]1[CH:12]=[CH:11][C:10]([O:13][C:21]2[S:20][C:19]([CH:22]=[O:23])=[CH:18][CH:17]=2)=[CH:9][CH:8]=1)([CH3:5])[CH3:4] |f:0.1|. Reported procedure: NaH (60%, 480 mg, 12.0 mmol) was added in several portions to a stirred solution of Example 17A (1.52 g, 10.0 mmol) in DMSO (15 mL) at room temperature. After 20 min, 4-nitrothiophene-2-carbaldehyde (1.57 g, 10.0 mmol) was added in one portion. The mixture was stirred at room temperature for 30 minutes. The reaction mixture was poured into water, extracted with ether (2×). The ether layer was washed with 10% NaOH (1×), brine (1×), dried over MgSO4 and concentrated. The residue was purified on si... The reactants are CNC(=O)C1OC1c1ccc(OC)cc1, CO, [Cl-], Nc1ccccc1S, Cc1ccccc1C. Product: CNC(=O)C(O)C(Sc1ccccc1N)c1ccc(OC)cc1. Reaction SMILES: [CH3:1][O:2][c:3]1[cH:4][cH:5][c:6]([CH:9]2[CH:10]([C:11](=[O:12])[NH:13][CH3:14])[O:15]2)[cH:7][cH:8]1.[CH3:33][OH:34].[Cl-:32].[NH2:24][c:25]1[c:26]([SH:31])[cH:27][cH:28][cH:29][cH:30]1.[c:16]1([CH3:17])[c:18]([CH3:19])[cH:20][cH:21][cH:22][cH:23]1>>[CH3:1][O:2][c:3]1[cH:4][cH:5][c:6]([CH:9]([CH:10]([C:11](=[O:12])[NH:13][CH3:14])[OH:15])[S:31][c:26]2[c:25]([NH2:24])[cH:30][cH:29][cH:28][cH:27]2)[cH:7][cH:8]1.